Dataset: the Open Reaction Database (ORD), a public repository of structured organic reaction records. Task: describe an organic reaction: reactants, conditions, products, and yield Starting materials: CCCCP(=CC#N)(CCCC)CCCC, CCCC(O)CC, Cc1ccccc1, O=S(=O)(Cc1cc(F)ccc1F)c1ccc(Cl)cc1. The product is CCCC(CC)C(c1cc(F)ccc1F)S(=O)(=O)c1ccc(Cl)cc1. As a reaction SMILES: [C:27]([CH:28]=[P:29]([CH2:30][CH2:31][CH2:32][CH3:33])([CH2:34][CH2:35][CH2:36][CH3:37])[CH2:38][CH2:39][CH2:40][CH3:41])#[N:42].[CH3:20][CH2:21][CH:22]([CH2:23][CH2:24][CH3:25])[OH:26].[CH3:43][c:44]1[cH:45][cH:46][cH:47][cH:48][cH:49]1.[Cl:1][c:2]1[cH:3][cH:4][c:5]([S:8](=[O:9])(=[O:10])[CH2:11][c:12]2[c:13]([F:19])[cH:14][cH:15][c:16]([F:18])[cH:17]2)[cH:6][cH:7]1>>[Cl:1][c:2]1[cH:3][cH:4][c:5]([S:8](=[O:9])(=[O:10])[CH:11]([c:12]2[c:13]([F:19])[cH:14][cH:15][c:16]([F:18])[cH:17]2)[CH:22]([CH2:21][CH3:20])[CH2:23][CH2:24][CH3:25])[cH:6][cH:7]1.